Dataset: the Open Reaction Database (ORD), a public repository of structured organic reaction records. Task: describe an organic reaction: reactants, conditions, products, and yield The reactants are [OH-].[Na+] (sodium hydroxide), CN1C(C2=C(C=CC(=C2C1)N1CCC(CC1)=O)[N+](=O)[O-])=O (2-methyl-7-nitro-4-(4-oxo-piperidin-1-yl)-2,3-dihydro-isoindol-1-one), C(C)(C)(C)OC(=O)N1CCNCC1 (piperazine-1-carboxylic acid tert-butyl ester), C(C)(=O)O[BH-](OC(C)=O)OC(C)=O.[Na+] (sodium triacetoxy borohydride). Solvent: ClCCCl (1,2-dichloroethane). Reaction conditions: time 5 hour. The product is C(C)(C)(C)OC(=O)N1CCN(CC1)C1CCN(CC1)C1=C2CN(C(C2=C(C=C1)[N+](=O)[O-])=O)C (4-[1-(2-methyl-7-nitro-1-oxo-2,3-dihydro-1H-isoindol-4-yl)-piperidin-4-yl]-piperazine-1-carboxylic acid tert-butyl ester). Yield: 62.4%. As a reaction SMILES: [CH3:1][N:2]1[CH2:10][C:9]2[C:4](=[C:5]([N+:18]([O-:20])=[O:19])[CH:6]=[CH:7][C:8]=2[N:11]2[CH2:16][CH2:15][C:14](=O)[CH2:13][CH2:12]2)[C:3]1=[O:21].[C:22]([O:26][C:27]([N:29]1[CH2:34][CH2:33][NH:32][CH2:31][CH2:30]1)=[O:28])([CH3:25])([CH3:24])[CH3:23].C(O[BH-](OC(=O)C)OC(=O)C)(=O)C.[Na+].[OH-].[Na+]>ClCCCl>[C:22]([O:26][C:27]([N:29]1[CH2:34][CH2:33][N:32]([CH:14]2[CH2:15][CH2:16][N:11]([C:8]3[CH:7]=[CH:6][C:5]([N+:18]([O-:20])=[O:19])=[C:4]4[C:9]=3[CH2:10][N:2]([CH3:1])[C:3]4=[O:21])[CH2:12][CH2:13]2)[CH2:31][CH2:30]1)=[O:28])([CH3:25])([CH3:23])[CH3:24] |f:2.3,4.5|. Reported procedure: To a solution of 2-methyl-7-nitro-4-(4-oxo-piperidin-1-yl)-2,3-dihydro-isoindol-1-one (4.2 g, 14.5 mmol) and piperazine-1-carboxylic acid tert-butyl ester (3.24 g, 17.4 mmol) in 1,2-dichloroethane is added sodium triacetoxy borohydride (3.69 g, 17.4 mmol) at 0° C. under nitrogen atmosphere. After the mixture is stirred at room temperature for 5 hours, 1N sodium hydroxide aqueous solution is added at 0° C. The mixture is extracted with dichloromethane and the organic layer is washed with brine, d... The reactants are CNCCCSCCCC(F)(F)C(F)(F)F, CN(C)C=O, CCOC(C)=O, CC12CC(CCCCCCl)C3c4ccc(O)cc4CCC3C1CCC2O. The product is CN(CCCCCC1CC2(C)C(O)CCC2C2CCc3cc(O)ccc3C12)CCCSCCCC(F)(F)C(F)(F)F. RXN SMILES: [CH3:27][NH:28][CH2:29][CH2:30][CH2:31][S:32][CH2:33][CH2:34][CH2:35][C:36]([C:37]([F:38])([F:39])[F:40])([F:41])[F:42].[CH3:43][N:44]([CH3:45])[CH:46]=[O:47].[CH3:48][CH2:49][O:50][C:51](=[O:52])[CH3:53].[Cl:1][CH2:2][CH2:3][CH2:4][CH2:5][CH2:6][CH:7]1[CH:8]2[c:9]3[cH:10][cH:11][c:12]([OH:26])[cH:13][c:14]3[CH2:15][CH2:16][CH:17]2[CH:18]2[CH2:19][CH2:20][CH:21]([OH:25])[C:22]2([CH3:23])[CH2:24]1>>[CH2:2]([CH2:3][CH2:4][CH2:5][CH2:6][CH:7]1[CH:8]2[c:9]3[cH:10][cH:11][c:12]([OH:26])[cH:13][c:14]3[CH2:15][CH2:16][CH:17]2[CH:18]2[CH2:19][CH2:20][CH:21]([OH:25])[C:22]2([CH3:23])[CH2:24]1)[N:28]([CH3:27])[CH2:29][CH2:30][CH2:31][S:32][CH2:33][CH2:34][CH2:35][C:36]([C:37]([F:38])([F:39])[F:40])([F:41])[F:42]. The reactants are FC1=CC=C(C=C1)C(CC(C)=O)=O (1-(4-fluorophenyl)butane-1,3-dione), C([O-])([O-])=O.[K+].[K+] (potassium carbonate), BrCCCCCC(=O)OCC (ethyl 6-bromohexanoate). The reagents and catalysts are [Br-].C(CCC)[N+](CCCC)(CCCC)CCCC (tetrabutylammonium bromide). Run in C1(=CC=CC=C1)C (toluene). Run at temperature 100 celsius, time 3 hour. Yields the product FC1=CC=C(C(=O)C(CCCCCC(=O)OCC)C(C)=O)C=C1 (ethyl 7-(4-fluorobenzoyl)-8-oxononanoate). RXN SMILES: [F:1][C:2]1[CH:7]=[CH:6][C:5]([C:8](=[O:13])[CH2:9][C:10](=[O:12])[CH3:11])=[CH:4][CH:3]=1.C(=O)([O-])[O-].[K+].[K+].Br[CH2:21][CH2:22][CH2:23][CH2:24][CH2:25][C:26]([O:28][CH2:29][CH3:30])=[O:27]>[Br-].C([N+](CCCC)(CCCC)CCCC)CCC.C1(C)C=CC=CC=1>[F:1][C:2]1[CH:3]=[CH:4][C:5]([C:8]([CH:9]([C:10](=[O:12])[CH3:11])[CH2:21][CH2:22][CH2:23][CH2:24][CH2:25][C:26]([O:28][CH2:29][CH3:30])=[O:27])=[O:13])=[CH:6][CH:7]=1 |f:1.2.3,5.6|. Reported procedure: A mixture of 1-(4-fluorophenyl)butane-1,3-dione (1.0 g), potassium carbonate (3.84 g), and tetrabutylammonium bromide (90 mg) in toluene (20 ml) was refluxed for 3 hours, then ethyl 6-bromohexanoate (1.18 ml) was added. After stirring at 100° C. for 3 hours, the mixture was partitioned between ethyl acetate and 0.5N hydrochloric acid. The organic layer was separated, washed with water and brine, dried over magnesium sulfate, and evaporated. The residue was chromatographed on silica gel eluting w... Starting materials: C1CCOC1, CCO, [Cl-], Cc1ccc2ncc(Oc3c(Cl)cc([N+](=O)[O-])cc3Cl)cc2c1, [Fe], [NH4+], O. The product is Cc1ccc2ncc(Oc3c(Cl)cc(N)cc3Cl)cc2c1. Reaction SMILES: [CH2:29]1[O:30][CH2:31][CH2:32][CH2:33]1.[CH3:26][CH2:27][OH:28].[Cl-:24].[Cl:1][c:2]1[c:3]([O:4][c:5]2[cH:6][n:7][c:8]3[cH:9][cH:10][c:11]([CH3:15])[cH:12][c:13]3[cH:14]2)[c:16]([Cl:23])[cH:17][c:18]([N+:20]([O-:21])=[O:22])[cH:19]1.[Fe:35].[NH4+:25].[OH2:34]>>[Cl:1][c:2]1[c:3]([O:4][c:5]2[cH:6][n:7][c:8]3[cH:9][cH:10][c:11]([CH3:15])[cH:12][c:13]3[cH:14]2)[c:16]([Cl:23])[cH:17][c:18]([NH2:20])[cH:19]1. The reactants are ClC=1C=C(C=CC1)C(CCCCN1CCC(CC1)C=1C=C(C=CC1)NC(C(C)C)=O)=O (N-(3-{1-[5-(3-chlorophenyl)-5-oxopentyl]-4-piperidinyl}phenyl)-2-methylpropanamide), C1(=CC=CC=C1)NN (phenylhydrazine). Product: ClC=1C=C(C=CC1)C=1NC2=CC=CC=C2C1CCCN1CCC(CC1)C=1C=C(C=CC1)NC(C(C)C)=O (N-[3-(1-{3-[2-(3-CHLOROPHENYL)-1H-INDOL-3-YL]PROPYL}-4-PIPERIDINYL)PHENYL]-2-METHYLPROPANAMIDE). Reaction SMILES: [Cl:1][C:2]1[CH:3]=[C:4]([C:8](=O)[CH2:9][CH2:10][CH2:11][CH2:12][N:13]2[CH2:18][CH2:17][CH:16]([C:19]3[CH:20]=[C:21]([NH:25][C:26](=[O:30])[CH:27]([CH3:29])[CH3:28])[CH:22]=[CH:23][CH:24]=3)[CH2:15][CH2:14]2)[CH:5]=[CH:6][CH:7]=1.[C:32]1([NH:38]N)[CH:37]=[CH:36][CH:35]=[CH:34][CH:33]=1>>[Cl:1][C:2]1[CH:3]=[C:4]([C:8]2[NH:38][C:32]3[C:37]([C:9]=2[CH2:10][CH2:11][CH2:12][N:13]2[CH2:18][CH2:17][CH:16]([C:19]4[CH:20]=[C:21]([NH:25][C:26](=[O:30])[CH:27]([CH3:29])[CH3:28])[CH:22]=[CH:23][CH:24]=4)[CH2:15][CH2:14]2)=[CH:36][CH:35]=[CH:34][CH:33]=3)[CH:5]=[CH:6][CH:7]=1. Procedure: Prepared by Procedure E and Scheme M using N-(3-{1-[5-(3-chlorophenyl)-5-oxopentyl]-4-piperidinyl}phenyl)-2-methylpropanamide and phenylhydrazine: ESMS m/e: 514.2 (M+H)+.